This data is from the Open Reaction Database (ORD), a public repository of structured organic reaction records. The task is: describe an organic reaction: reactants, conditions, products, and yield Reactants: FC1=CC=C(C=C1)[N+](=O)[O-] (4-fluoronitrobenzene), CN(CCN)C (N,N-dimethylethylene-diamine), Cl (hydrochloric acid). Run in C(C)O (ethanol). Product: CN(CCNC1=CC=C(C=C1)[N+](=O)[O-])C (4-(2-dimethylamino-ethylamino)-nitrobenzene). Reaction SMILES: F[C:2]1[CH:7]=[CH:6][C:5]([N+:8]([O-:10])=[O:9])=[CH:4][CH:3]=1.[CH3:11][N:12]([CH3:16])[CH2:13][CH2:14][NH2:15].Cl>C(O)C>[CH3:11][N:12]([CH3:16])[CH2:13][CH2:14][NH:15][C:2]1[CH:7]=[CH:6][C:5]([N+:8]([O-:10])=[O:9])=[CH:4][CH:3]=1. Procedure: 2.2 ml of (20 mmol) of 4-fluoronitrobenzene and 2.6 ml (24 mmol) of N,N-dimethylethylene-diamine are heated in 10 ml of ethanol at 120° C. in a microwave oven for 1.5 hours. Then 50 ml of 1 N hydrochloric acid are added. The reaction solution is washed with ethyl acetate. Then the aqueous phase is combined with 4 N sodium hydroxide solution until an alkaline reaction is obtained and extracted with ethyl acetate. Starting materials: COC(=O)c1cc(CN(C)c2ccc(-c3ccc(OC(F)F)cc3)cc2)c(C)o1, C1CCOC1, O=C(O)C(F)(F)F. Yields the product Cc1oc(C(=O)O)cc1CN(C)c1ccc(-c2ccc(OC(F)F)cc2)cc1. Reaction SMILES: [CH3:1][O:2][C:3](=[O:4])[c:5]1[o:6][c:7]([CH3:29])[c:8]([CH2:10][N:11]([CH3:12])[c:13]2[cH:14][cH:15][c:16](-[c:19]3[cH:20][cH:21][c:22]([O:25][CH:26]([F:27])[F:28])[cH:23][cH:24]3)[cH:17][cH:18]2)[cH:9]1.[O:37]1[CH2:38][CH2:39][CH2:40][CH2:41]1.[OH:30][C:31]([C:32]([F:33])([F:34])[F:35])=[O:36]>>[O:2]=[C:3]([OH:4])[c:5]1[o:6][c:7]([CH3:29])[c:8]([CH2:10][N:11]([CH3:12])[c:13]2[cH:14][cH:15][c:16](-[c:19]3[cH:20][cH:21][c:22]([O:25][CH:26]([F:27])[F:28])[cH:23][cH:24]3)[cH:17][cH:18]2)[cH:9]1. Starting materials: ClCCCBr, CCC(C)=O, Clc1ccc2c(c1)Nc1ccccc1OCO2, [Na+], [OH-], c1ccccc1. Yields the product ClCCCN1c2ccccc2OCOc2ccc(Cl)cc21. Reaction SMILES: [Br:18][CH2:19][CH2:20][CH2:21][Cl:22].[CH2:25]([C:26]([CH3:27])=[O:28])[CH3:29].[Cl:1][c:2]1[cH:3][c:4]2[c:5]([cH:16][cH:17]1)[O:6][CH2:7][O:8][c:9]1[c:10]([cH:12][cH:13][cH:14][cH:15]1)[NH:11]2.[Na+:24].[OH-:23].[cH:30]1[cH:31][cH:32][cH:33][cH:34][cH:35]1>>[Cl:1][c:2]1[cH:3][c:4]2[c:5]([cH:16][cH:17]1)[O:6][CH2:7][O:8][c:9]1[c:10]([cH:12][cH:13][cH:14][cH:15]1)[N:11]2[CH2:19][CH2:20][CH2:21][Cl:22].